describe an organic reaction: reactants, conditions, products, and yield From a dataset of the Open Reaction Database (ORD), a public repository of structured organic reaction records. The reactants are ClC1=NC(=NC(=C1NC=O)NOC[C@@H]1OC(OC1)(C)C)NC=O ((R)-4-chloro-2,5-diformamido-6-(2,2-dimethyl-1,3-dioxolan-4-ylmethoxyamino)pyrimidine). Solvent: C(C)(=O)OC(OCC)OCC (diethoxymethyl acetate). Run at temperature 25 celsius, time 1 hour. Yields the product ClC1=C2N=CN(C2=NC(=N1)NC=O)OC[C@@H]1OC(OC1)(C)C ((R)-6-chloro-9-(2,2-dimethyl-1,3-dioxolan-4-ylmethoxy)-2-formamidopurine). Isolated yield 62.2%. As a reaction SMILES: [Cl:1][C:2]1[C:7]([NH:8][CH:9]=O)=[C:6]([NH:11][O:12][CH2:13][C@H:14]2[CH2:18][O:17][C:16]([CH3:20])([CH3:19])[O:15]2)[N:5]=[C:4]([NH:21][CH:22]=[O:23])[N:3]=1>C(OC(OCC)OCC)(=O)C>[Cl:1][C:2]1[N:3]=[C:4]([NH:21][CH:22]=[O:23])[N:5]=[C:6]2[C:7]=1[N:8]=[CH:9][N:11]2[O:12][CH2:13][C@H:14]1[CH2:18][O:17][C:16]([CH3:20])([CH3:19])[O:15]1. Procedure: A solution of (R)-4-chloro-2,5-diformamido-6-(2,2-dimethyl-1,3-dioxolan-4-ylmethoxyamino)pyrimidine 11 (900 mg, 2.6 mmol) in diethoxymethyl acetate (20 ml) was stirred at 120° C. for 3 hours. The solvent was removed under reduced pressure, the residue dissolved in methanol (20 ml) containing 0.88 ammonia solution (0.5 ml) and the mixture stirred for 1 hour at 25° C. The solvents were evaporated under reduced pressure and the residue chromatographed on silica, eluting with ethyl acetate-hexane (2...